From a dataset of the Open Reaction Database (ORD), a public repository of structured organic reaction records. describe an organic reaction: reactants, conditions, products, and yield Reactants: ClC=1N=CC=2N(C1)C(=CN2)SC(F)(F)F (6-Chloro-3-trifluoromethylthioimidazo[1,2-a]pyrazine), N1CCNCC1 (piperazine). The solvent is C(C)#N (acetonitrile). Product: N1(CCNCC1)C=1N=CC=2N(C1)C(=CN2)SC(F)(F)F (6-(1-piperazinyl)-3-trifluoromethylthioimidazo[1,2-a]pyrazine). As a reaction SMILES: Cl[C:2]1[N:3]=[CH:4][C:5]2[N:6]([C:8]([S:11][C:12]([F:15])([F:14])[F:13])=[CH:9][N:10]=2)[CH:7]=1.[NH:16]1[CH2:21][CH2:20][NH:19][CH2:18][CH2:17]1>C(#N)C>[N:16]1([C:2]2[N:3]=[CH:4][C:5]3[N:6]([C:8]([S:11][C:12]([F:15])([F:14])[F:13])=[CH:9][N:10]=3)[CH:7]=2)[CH2:21][CH2:20][NH:19][CH2:18][CH2:17]1. Procedure: 6-Chloro-3-trifluoromethylthioimidazo[1,2-a]pyrazine from Step A is reacted with piperazine (2 g) in efluxing acetonitrile for 24 hours. The mixture is cooled, concentrated under vacuum, and the esidue partitioned between dilute sodium hydroxide and chloroform. The chloroform extract is dried over sodium sulfate, filtered and concentrated under vacuum to the crude base which is purified by chromatography on silica gel and converted to 6-(1-piperazinyl)-3-trifluoromethylthioimidazo[1,2-a]pyrazine... Starting materials: CS(C)=O, N#Cc1ccc(F)cc1, [H-], Nn1cnnc1, [Na+], O. Product: N#Cc1ccc(Nn2cnnc2)cc1. RXN SMILES: [CH3:7][S:8]([CH3:9])=[O:10].[F:13][c:14]1[cH:15][cH:16][c:17]([C:18]#[N:19])[cH:20][cH:21]1.[H-:11].[NH2:1][n:2]1[cH:3][n:4][n:5][cH:6]1.[Na+:12].[OH2:22]>>[NH:1]([n:2]1[cH:3][n:4][n:5][cH:6]1)[c:14]1[cH:15][cH:16][c:17]([C:18]#[N:19])[cH:20][cH:21]1. Reactants: C1OC=2C=C(C=CC2OC1)NC1=NC(=NC=C1F)NC1=CC(=CC=C1)O (N4-(3,4-ethylenedioxyphenyl)-5-fluoro-N2-(3-hydroxyphenyl)-2,4-pyrimidinediamine), ClC1=NC=C(C(=N1)NC1=CC(=CC=C1)O)F (2-chloro-5-fluoro-N4-(3-hydroxyphenyl)-4-pyrimidineamine), NC=1C=C2C=CNC2=CC1 (5-aminoindole). The product is FC=1C(=NC(=NC1)NC=1C=C2C=CNC2=CC1)NC1=CC(=CC=C1)O (5-fluoro-N4-(3-hydroxyphenyl)-N2-[(1H)-indol-5-yl]-2,4-pyrimidinediamine). As a reaction SMILES: C1CO[C:8]2[CH:7]=[CH:6][C:5]([NH:11][C:12]3[C:17]([F:18])=[CH:16][N:15]=[C:14]([NH:19][C:20]4[CH:25]=[CH:24][CH:23]=[C:22](O)[CH:21]=4)[N:13]=3)=[CH:4][C:3]=2[O:2]1.ClC1N=C(NC2C=CC=C(O)C=2)[C:31](F)=[CH:30][N:29]=1.NC1C=C2C(=CC=1)NC=C2>>[F:18][C:17]1[C:12]([NH:11][C:5]2[CH:6]=[CH:7][CH:8]=[C:3]([OH:2])[CH:4]=2)=[N:13][C:14]([NH:19][C:20]2[CH:21]=[C:22]3[C:23](=[CH:24][CH:25]=2)[NH:29][CH:30]=[CH:31]3)=[N:15][CH:16]=1. Procedure: In a manner similar to the preparation of N4-(3,4-ethylenedioxyphenyl)-5-fluoro-N2-(3-hydroxyphenyl)-2,4-pyrimidinediamine, 2-chloro-5-fluoro-N4-(3-hydroxyphenyl)-4-pyrimidineamine and 5-aminoindole were reacted to yield 5-fluoro-N4-(3-hydroxyphenyl)-N2-[(1H)-indol-5-yl]-2,4-pyrimidinediamine. LCMS: ret. time: 17.31 min.; purity: 94%; MS (m/e): 366 (MH+). The reactants are C(CCCCCCCCCCCCCCCCC)N1C(CCCC1)CCO (2-(1-octadecyl-2-piperidyl)ethan-1-ol), C1(=CC=C(C=C1)S(=O)(=O)Cl)C (p-toluenesulfonyl chloride), [OH-].[Na+] (sodium hydroxide). Run in O1CCOCC1 (1,4-Dioxane). Yields the product C(CCCCCCCCCCCCCCCCC)N1C(CCCC1)CCOS(=O)(=O)C1=CC=C(C)C=C1 (1-octadecyl-2-[2-(tosyloxy)ethyl]piperidine). Reaction SMILES: [CH2:1]([N:19]1[CH2:24][CH2:23][CH2:22][CH2:21][CH:20]1[CH2:25][CH2:26][OH:27])[CH2:2][CH2:3][CH2:4][CH2:5][CH2:6][CH2:7][CH2:8][CH2:9][CH2:10][CH2:11][CH2:12][CH2:13][CH2:14][CH2:15][CH2:16][CH2:17][CH3:18].[C:28]1([CH3:38])[CH:33]=[CH:32][C:31]([S:34](Cl)(=[O:36])=[O:35])=[CH:30][CH:29]=1.[OH-].[Na+]>O1CCOCC1>[CH2:1]([N:19]1[CH2:24][CH2:23][CH2:22][CH2:21][CH:20]1[CH2:25][CH2:26][O:27][S:34]([C:31]1[CH:32]=[CH:33][C:28]([CH3:38])=[CH:29][CH:30]=1)(=[O:36])=[O:35])[CH2:2][CH2:3][CH2:4][CH2:5][CH2:6][CH2:7][CH2:8][CH2:9][CH2:10][CH2:11][CH2:12][CH2:13][CH2:14][CH2:15][CH2:16][CH2:17][CH3:18] |f:2.3|. Procedure details: 1,4-Dioxane solution of 2-(1-octadecyl-2-piperidyl)ethan-1-ol and p-toluenesulfonyl chloride is added to sodium hydroxide solution and then the mixture is reacted at room temperature to obtain 1-octadecyl-2-[2-(tosyloxy)ethyl]piperidine. Reactants: COC(C)(C)C, CCO, Cl, Cc1ccc(C(=O)CC(O)(c2cccc(C(F)(F)F)c2)C(F)(F)F)cc1, NO, c1ccncc1. Yields the product Cc1ccc(C(CC(O)(c2cccc(C(F)(F)F)c2)C(F)(F)F)=NO)cc1. RXN SMILES: [C:39]([O:40][CH3:41])([CH3:42])([CH3:43])[CH3:44].[CH3:36][CH2:37][OH:38].[ClH:27].[F:1][C:2]([C:3]([CH2:4][C:5](=[O:6])[c:7]1[cH:8][cH:9][c:10]([CH3:13])[cH:11][cH:12]1)([c:14]1[cH:15][c:16]([C:20]([F:21])([F:22])[F:23])[cH:17][cH:18][cH:19]1)[OH:24])([F:25])[F:26].[NH2:28][OH:29].[cH:30]1[cH:31][cH:32][n:33][cH:34][cH:35]1>>[F:1][C:2]([C:3]([CH2:4][C:5]([c:7]1[cH:8][cH:9][c:10]([CH3:13])[cH:11][cH:12]1)=[N:28][OH:29])([c:14]1[cH:15][c:16]([C:20]([F:21])([F:22])[F:23])[cH:17][cH:18][cH:19]1)[OH:24])([F:25])[F:26]. Starting materials: O=C([O-])[O-], CC(C)(C)CC1NC(C(=O)Nc2ccc(I)cn2)C(c2cccc(Cl)c2F)C1(C#N)c1ccc(Cl)cc1F, [K+], [K+], CC(=O)[O-], CC(=O)[O-], CN(C)C=O, O, [Pd+2]. Yields the product CC(C)(C)CC1NC(C(=O)Nc2ccccn2)C(c2cccc(Cl)c2F)C1(C#N)c1ccc(Cl)cc1F. RXN SMILES: [C:44](=[O:45])([O-:46])[O-:47].[Cl:1][c:2]1[c:3]([F:38])[c:4]([CH:8]2[CH:9]([C:28](=[O:29])[NH:30][c:31]3[n:32][cH:33][c:34]([I:37])[cH:35][cH:36]3)[NH:10][CH:11]([CH2:23][C:24]([CH3:25])([CH3:26])[CH3:27])[C:12]2([C:13]#[N:14])[c:15]2[c:16]([F:22])[cH:17][c:18]([Cl:21])[cH:19][cH:20]2)[cH:5][cH:6][cH:7]1.[K+:48].[K+:49].[O-:51][C:52]([CH3:53])=[O:54].[O-:55][C:56]([CH3:57])=[O:58].[O:39]=[CH:40][N:41]([CH3:42])[CH3:43].[OH2:59].[Pd+2:50]>>[Cl:1][c:2]1[c:3]([F:38])[c:4]([CH:8]2[CH:9]([C:28](=[O:29])[NH:30][c:31]3[n:32][cH:33][cH:34][cH:35][cH:36]3)[NH:10][CH:11]([CH2:23][C:24]([CH3:25])([CH3:26])[CH3:27])[C:12]2([C:13]#[N:14])[c:15]2[c:16]([F:22])[cH:17][c:18]([Cl:21])[cH:19][cH:20]2)[cH:5][cH:6][cH:7]1.